This data is from the Open Reaction Database (ORD), a public repository of structured organic reaction records. The task is: describe an organic reaction: reactants, conditions, products, and yield Reactants: C1(=CC=C(C=C1)S(=O)(=O)O)C (p-toluenesulphonic acid), FC=1C(=C(N)C=CC1)OC (3-fluoro 2-methoxyaniline), C(=O)C=C (acrolein). Run in ClC1=C(C=CC=C1)Cl (1,2-dichlorobenzene), 1,2-dichlorobenzeue. Conditions: temperature 170 celsius, time 1 hour. The product is FC1=CC=C2C=CC=NC2=C1OC (7-Fluoro-8-methoxyquinoline). Yield: 361.0%. As a reaction SMILES: [F:1][C:2]1[C:3]([O:9][CH3:10])=[C:4]([CH:6]=[CH:7][CH:8]=1)[NH2:5].[C:11]1(C)[CH:16]=CC(S(O)(=O)=O)=C[CH:12]=1.C(C=C)=O>ClC1C=CC=CC=1Cl>[F:1][C:2]1[C:3]([O:9][CH3:10])=[C:4]2[C:6]([CH:12]=[CH:11][CH:16]=[N:5]2)=[CH:7][CH:8]=1. Reported procedure: A solution of 3-fluoro 2-methoxyaniline (5.0 g) in 1,2-dichlorobenzene (50 ml) was heated to 170° C. and treated with p-toluenesulphonic acid (0.7 g). A solution of acrolein (4.0 g) in 1,2-dichlorobenzeue (20 ml) was added dropwise over 20 minutes. The reaction was stirred for 1 hour at 170° C. before being allowed to cool. The mixture was extracted with 2N hydrochloric acid (3×200 ml) and the combined extracts washed with dichloromethane (20 ml), basified with 25% aqueous sodium hydroxide, and ...